Dataset: the Open Reaction Database (ORD), a public repository of structured organic reaction records. Task: describe an organic reaction: reactants, conditions, products, and yield Reactants: C(C)C=1NC=2C(=NC(=CC2C)C)N1 (2-ethyl-5,7-dimethylimidazo[4,5-b]pyridine), O.[OH-].[Li+] (lithium hydroxide monohydrate), BrCC1=CC=C(C(=O)C2=CC=CC=C2)C=C1 (4-bromomethylbenzophenone). Solvent: CN(C)C=O (DMF). Conditions: time 3 hour. Yields the product C(C)C1=NC=2C(=NC(=CC2C)C)N1CC1=CC=C(C(=O)C2=CC=CC=C2)C=C1 (4-(2-Ethyl-5,7-dimethylimidazo[4,5-b]pyridin-3-ylmethyl)benzophenone). Isolated yield 79.3%. RXN SMILES: Br[CH2:2][C:3]1[CH:16]=[CH:15][C:6]([C:7]([C:9]2[CH:14]=[CH:13][CH:12]=[CH:11][CH:10]=2)=[O:8])=[CH:5][CH:4]=1.[CH2:17]([C:19]1[NH:20][C:21]2[C:22]([N:29]=1)=[N:23][C:24]([CH3:28])=[CH:25][C:26]=2[CH3:27])[CH3:18].O.[OH-].[Li+]>CN(C=O)C>[CH2:17]([C:19]1[N:29]([CH2:2][C:3]2[CH:16]=[CH:15][C:6]([C:7]([C:9]3[CH:14]=[CH:13][CH:12]=[CH:11][CH:10]=3)=[O:8])=[CH:5][CH:4]=2)[C:22]2=[N:23][C:24]([CH3:28])=[CH:25][C:26]([CH3:27])=[C:21]2[N:20]=1)[CH3:18] |f:2.3.4|. Procedure details: Commercially available 4-bromomethylbenzophenone (5.00 g, 18.2 mmol) was dissolved in DMF (100 mL), and 2-ethyl-5,7-dimethylimidazo[4,5-b]pyridine (3.82 g, 21.8 mmol) and lithium hydroxide monohydrate (0.920 g, 21.9 mmol) was added to the solution, followed by stirring at room temperature for 3 hours. After the reaction mixture was concentrated under reduced pressure, the residue was dissolved in ethyl acetate, and washed with water and saturated brine. The organic layer was dried over anhydrous... The reactants are ClC1=NN2C(C(=CC=C2)C=2C(=NC=CC2)OC)=N1 (2-Chloro-8-(2-methoxy-pyridin-3-yl)-[1,2,4]triazolo[1,5-a]pyridine), Example 2d, C(C)(C)(C)OC(=O)N1CCC(CC1)C1=CC=C(C=C1)N (4-(4-amino-phenyl)-piperidine-1-carboxylic acid tert-butyl ester), C1(CCCCC1)P(C1=C(C=CC=C1)C1=C(C=CC=C1)P(C1CCCCC1)C1CCCCC1)C1CCCCC1 (2,2′-bis-dicyclohexylphosphanyl-biphenyl). Product: C(C)(C)(C)OC(=O)N1CCC(CC1)C1=CC=C(C=C1)NC1=NN2C(C(=CC=C2)C=2C(=NC=CC2)OC)=N1 (4-{4-[8-(2-Methoxy-pyridin-3-yl)-[1,2,4]triazolo[1,5-a]pyridin-2-ylamino]-phenyl}-piperidine-1-carboxylic acid tert-butyl ester). RXN SMILES: Cl[C:2]1[N:18]=[C:5]2[C:6]([C:10]3[C:11]([O:16][CH3:17])=[N:12][CH:13]=[CH:14][CH:15]=3)=[CH:7][CH:8]=[CH:9][N:4]2[N:3]=1.[C:19]([O:23][C:24]([N:26]1[CH2:31][CH2:30][CH:29]([C:32]2[CH:37]=[CH:36][C:35]([NH2:38])=[CH:34][CH:33]=2)[CH2:28][CH2:27]1)=[O:25])([CH3:22])([CH3:21])[CH3:20].C1(P(C2CCCCC2)C2C=CC=CC=2C2C=CC=CC=2P(C2CCCCC2)C2CCCCC2)CCCCC1>>[C:19]([O:23][C:24]([N:26]1[CH2:31][CH2:30][CH:29]([C:32]2[CH:37]=[CH:36][C:35]([NH:38][C:2]3[N:18]=[C:5]4[C:6]([C:10]5[C:11]([O:16][CH3:17])=[N:12][CH:13]=[CH:14][CH:15]=5)=[CH:7][CH:8]=[CH:9][N:4]4[N:3]=3)=[CH:34][CH:33]=2)[CH2:28][CH2:27]1)=[O:25])([CH3:22])([CH3:20])[CH3:21]. Procedure: [4-{4-[8-(2-Methoxy-pyridin-3-yl)-[1,2,4]triazolo[1,5-a]pyridin-2-ylamino]-phenyl}-piperidine-1-carboxylic acid tert-butyl ester was prepared from 2-Chloro-8-(2-methoxy-pyridin-3-yl)-[1,2,4]triazolo[1,5-a]pyridine and 4-(4-amino-phenyl)-piperidine-1-carboxylic acid tert-butyl ester with 2,2′-bis-dicyclohexylphosphanyl-biphenyl as the ligand in a manner analogous to Example 2d (0.25 g, 50%). MP=101-103° C. 1H NMR (400 MHz, (D3C)2SO, δ, ppm): 9.75 (s, 1H), 8.80 (d, J=6.58 Hz, 1H), 8.25 (m, 1H), 8.... Reactants: CC[Sn](CC)(CC)CC, Cc1ccccc1, O=C(Cn1c(-c2ccccc2)c(Cl)nc(Cl)c1=O)OCc1ccccc1, c1ccc(P(c2ccccc2)(c2ccccc2)[Pd](P(c2ccccc2)(c2ccccc2)c2ccccc2)(P(c2ccccc2)(c2ccccc2)c2ccccc2)P(c2ccccc2)(c2ccccc2)c2ccccc2)cc1. The product is CCc1nc(Cl)c(-c2ccccc2)n(CC(=O)OCc2ccccc2)c1=O. As a reaction SMILES: [CH2:27]([CH3:28])[Sn:29]([CH2:30][CH3:31])([CH2:32][CH3:33])[CH2:34][CH3:35].[CH3:36][c:37]1[cH:38][cH:39][cH:40][cH:41][cH:42]1.[Cl:1][c:2]1[c:3](=[O:26])[n:4]([CH2:15][C:16](=[O:17])[O:18][CH2:19][c:20]2[cH:21][cH:22][cH:23][cH:24][cH:25]2)[c:5](-[c:9]2[cH:10][cH:11][cH:12][cH:13][cH:14]2)[c:6]([Cl:8])[n:7]1.[cH:43]1[cH:44][cH:45][c:46]([P:47]([Pd:48]([P:49]([c:50]2[cH:51][cH:52][cH:53][cH:54][cH:55]2)([c:56]2[cH:57][cH:58][cH:59][cH:60][cH:61]2)[c:62]2[cH:63][cH:64][cH:65][cH:66][cH:67]2)([P:68]([c:69]2[cH:70][cH:71][cH:72][cH:73][cH:74]2)([c:75]2[cH:76][cH:77][cH:78][cH:79][cH:80]2)[c:81]2[cH:82][cH:83][cH:84][cH:85][cH:86]2)[P:87]([c:88]2[cH:89][cH:90][cH:91][cH:92][cH:93]2)([c:94]2[cH:95][cH:96][cH:97][cH:98][cH:99]2)[c:100]2[cH:101][cH:102][cH:103][cH:104][cH:105]2)([c:106]2[cH:107][cH:108][cH:109][cH:110][cH:111]2)[c:112]2[cH:113][cH:114][cH:115][cH:116][cH:117]2)[cH:118][cH:119]1>>[c:2]1([CH2:27][CH3:28])[c:3](=[O:26])[n:4]([CH2:15][C:16](=[O:17])[O:18][CH2:19][c:20]2[cH:21][cH:22][cH:23][cH:24][cH:25]2)[c:5](-[c:9]2[cH:10][cH:11][cH:12][cH:13][cH:14]2)[c:6]([Cl:8])[n:7]1. Reactants: CN1CC=2N=C(N=C(C2C1)N1[C@H](COCC1)C)C1=CC=C(C=C1)NC(OC1=CC=CC=C1)=O ((S)-phenyl 4-(6-methyl-4-(3-methylmorpholino)-6,7-dihydro-5H-pyrrolo[3,4-d]pyrimidin-2-yl)phenylcarbamate), FC1=CC=C(N)C=C1 (4-fluoroaniline). Product: FC1=CC=C(C=C1)NC(=O)NC1=CC=C(C=C1)C=1N=C(C2=C(N1)CN(C2)C)N2[C@H](COCC2)C ((S)-1-(4-fluorophenyl)-3-(4-(6-methyl-4-(3-methylmorpholino)-6,7-dihydro-5H-pyrrolo[3,4-d]pyrimidin-2-yl)phenyl)urea). As a reaction SMILES: [CH3:1][N:2]1[CH2:10][C:9]2[C:8]([N:11]3[CH2:16][CH2:15][O:14][CH2:13][C@@H:12]3[CH3:17])=[N:7][C:6]([C:18]3[CH:23]=[CH:22][C:21]([NH:24][C:25](=O)[O:26]C4C=CC=CC=4)=[CH:20][CH:19]=3)=[N:5][C:4]=2[CH2:3]1.[F:34][C:35]1[CH:41]=[CH:40][C:38]([NH2:39])=[CH:37][CH:36]=1>>[F:34][C:35]1[CH:41]=[CH:40][C:38]([NH:39][C:25]([NH:24][C:21]2[CH:22]=[CH:23][C:18]([C:6]3[N:7]=[C:8]([N:11]4[CH2:16][CH2:15][O:14][CH2:13][C@@H:12]4[CH3:17])[C:9]4[CH2:10][N:2]([CH3:1])[CH2:3][C:4]=4[N:5]=3)=[CH:19][CH:20]=2)=[O:26])=[CH:37][CH:36]=1. Reported procedure: Method as described for example 51 using intermediate 10 and 4-fluoroaniline as starting materials. Purified by prep. LCMS (high pH).